Dataset: the Open Reaction Database (ORD), a public repository of structured organic reaction records. Task: describe an organic reaction: reactants, conditions, products, and yield Reactants: COC1=CC=C(C=C1)O (p-methoxyphenol), C([O-])([O-])=O.[K+].[K+] (potassium carbonate), ClC1=C(C=C(C=C1C)[N+](=O)[O-])C (4-chloro-3,5-dimethylnitrobenzene). Run in CS(=O)C (dimethylsulfoxide). Product: CC=1C=C(C=C(C1OC1=CC=C(C=C1)OC)C)[N+](=O)[O-] (3,5-dimethyl-4-(4'-methoxyphenoxy)nitrobenzene). Reaction SMILES: [CH3:1][O:2][C:3]1[CH:8]=[CH:7][C:6]([OH:9])=[CH:5][CH:4]=1.C(=O)([O-])[O-].[K+].[K+].Cl[C:17]1[C:22]([CH3:23])=[CH:21][C:20]([N+:24]([O-:26])=[O:25])=[CH:19][C:18]=1[CH3:27]>CS(C)=O>[CH3:27][C:18]1[CH:19]=[C:20]([N+:24]([O-:26])=[O:25])[CH:21]=[C:22]([CH3:23])[C:17]=1[O:9][C:6]1[CH:7]=[CH:8][C:3]([O:2][CH3:1])=[CH:4][CH:5]=1 |f:1.2.3|. Reported procedure: A mixture of dimethylsulfoxide (875 ml), p-methoxyphenol (43.3g 0.3 48 mol), powdered potassium carbonate (69.9 g, 0.5 mol) and 4-chloro-3,5-dimethylnitrobenzene (see example 39, 64.6 g; 0.348 mol) is heated at a temperature of 125° for 18 hours. The suspension is cooled to 25° and pumped onto ice water (2620 ml) with stirring. The mixture is stirred for 2 hours, the product is filtered, washed with water (4×300 ml) and air dried. A solution of the product in tert-butylmethyl ether (3 L) is drie... The reactants are ClC1=CC=C(S1)C=1N(C(NN1)=O)CC1=C(C=CC=C1)F (5-(5-chloro-2-thienyl)-4-(2-fluorobenzyl)-2,4-dihydro-3H-1,2,4-triazol-3-one), BrCC#N (bromoacetonitrile), C([O-])([O-])=O.[K+].[K+] (potassium carbonate). The solvent is CN(C)C=O (DMF). The product is ClC1=CC=C(S1)C1=NN(C(N1CC1=C(C=CC=C1)F)=O)CC#N ([3-(5-Chlorothiophen-2-yl)-4-(2-fluorobenzyl)-5-oxo-4,5-dihydro-1H-1,2,4-triazol-1-yl]acetonitrile). Reaction SMILES: [Cl:1][C:2]1[S:6][C:5]([C:7]2[N:8]([CH2:13][C:14]3[CH:19]=[CH:18][CH:17]=[CH:16][C:15]=3[F:20])[C:9](=[O:12])[NH:10][N:11]=2)=[CH:4][CH:3]=1.Br[CH2:22][C:23]#[N:24].C(=O)([O-])[O-].[K+].[K+]>CN(C=O)C>[Cl:1][C:2]1[S:6][C:5]([C:7]2[N:8]([CH2:13][C:14]3[CH:19]=[CH:18][CH:17]=[CH:16][C:15]=3[F:20])[C:9](=[O:12])[N:10]([CH2:22][C:23]#[N:24])[N:11]=2)=[CH:4][CH:3]=1 |f:2.3.4|. Reported procedure: A mixture of 250 mg (0.81 mmol) of 5-(5-chloro-2-thienyl)-4-(2-fluorobenzyl)-2,4-dihydro-3H-1,2,4-triazol-3-one [preparation according to WO 2007/134862 Example 154A], 67 μl (0.97 mmol) of bromoacetonitrile and 223 mg (1.61 mmol) of potassium carbonate was stirred in 8 ml of dry DMF at an oil bath temperature of 100° C. for 1 h. After cooling, the mixture was filtered through kieselguhr, the filtrate was concentrated under reduced pressure and the residue was partitioned between MTBE and water. ... Starting materials: ClC=1C(=CC2=C(N(C(=N2)C(=O)OC)C2CC2)C1)C(NC1CC1)=O (methyl 6-chloro-1-cyclopropyl-5-(cyclopropylcarbamoyl)-1H-benzimidazole-2-carboxylate), [OH-].[Li+] (lithium hydroxide). Run in C1CCOC1 (THF), O (water). Run at time 18 hour. Yields the product ClC=1C(=CC2=C(N(C(=N2)C(=O)O)C2CC2)C1)C(NC1CC1)=O (6-chloro-1-cyclopropyl-5-(cyclopropylcarbamoyl)-1H-benzimidazole-2-carboxylic acid). RXN SMILES: [Cl:1][C:2]1[C:3]([C:18](=[O:23])[NH:19][CH:20]2[CH2:22][CH2:21]2)=[CH:4][C:5]2[N:9]=[C:8]([C:10]([O:12]C)=[O:11])[N:7]([CH:14]3[CH2:16][CH2:15]3)[C:6]=2[CH:17]=1.[OH-].[Li+]>C1COCC1.O>[Cl:1][C:2]1[C:3]([C:18](=[O:23])[NH:19][CH:20]2[CH2:21][CH2:22]2)=[CH:4][C:5]2[N:9]=[C:8]([C:10]([OH:12])=[O:11])[N:7]([CH:14]3[CH2:16][CH2:15]3)[C:6]=2[CH:17]=1 |f:1.2|. Procedure: 1.65 g (4.9 mmol) of methyl 6-chloro-1-cyclopropyl-5-(cyclopropylcarbamoyl)-1H-benzimidazole-2-carboxylate were dissolved in 82 ml of THF and admixed at 0° C. with 0.24 g (9.89 mmol) of lithium hydroxide predissolved in 18 ml of water, and the reaction mixture was stirred at room temperature for 18 hours. The THF was distilled off and the aqueous phase was extracted three times with ethyl acetate; the aqueous phase was adjusted to pH=3 with HCl. The solid which precipitates out was filtered off ... Reactants: BrCCCCCBr, N#CCC#N, C1CCC2=NCCCN2CC1, CN(C)C=O. The product is N#CC1(C#N)CCCCC1. Reaction SMILES: [Br:17][CH2:18][CH2:19][CH2:20][CH2:21][CH2:22][Br:23].[C:1]([CH2:2][C:3]#[N:4])#[N:5].[CH2:6]1[CH2:7][CH2:8][N:10]2[C:9](=[N:14][CH2:13][CH2:12][CH2:11]2)[CH2:15][CH2:16]1.[O:24]=[CH:25][N:26]([CH3:27])[CH3:28]>>[C:1]([C:2]1([C:3]#[N:4])[CH2:8][CH2:7][CH2:6][CH2:16][CH2:15]1)#[N:5].